This data is from the Open Reaction Database (ORD), a public repository of structured organic reaction records. The task is: describe an organic reaction: reactants, conditions, products, and yield Starting materials: FC1=CC=C(C=C1)C(C)(O)C1=CN=NN1C1CCC=2N(C3=CC=CC=C3C2CC(=O)O)C1 ((7-{5-[1-(4-Fluoro-phenyl)-1-hydroxy-ethyl]-[1,2,3]triazol-1-yl}-6,7,8,9-tetrahydropyrido[1,2-α]indol-10-yl)-acetic acid), Cl (HCl). Solvent: O1CCOCC1 (Dioxane). Yields the product FC1=CC=C(C=C1)C(=C)C1=CN=NN1C1CCC=2N(C3=CC=CC=C3C2CC(=O)O)C1 ((7-{5-[1-(4-Fluoro-phenyl)-vinyl]-[1,2,3]triazol-1-yl}-6,7,8,9-tetrahydropyrido[1,2-α]indol-10-yl)-acetic acid). As a reaction SMILES: [F:1][C:2]1[CH:7]=[CH:6][C:5]([C:8]([C:11]2[N:15]([CH:16]3[CH2:32][N:20]4[C:21]5[C:26]([C:27]([CH2:28][C:29]([OH:31])=[O:30])=[C:19]4[CH2:18][CH2:17]3)=[CH:25][CH:24]=[CH:23][CH:22]=5)[N:14]=[N:13][CH:12]=2)(O)[CH3:9])=[CH:4][CH:3]=1.Cl>O1CCOCC1>[F:1][C:2]1[CH:7]=[CH:6][C:5]([C:8]([C:11]2[N:15]([CH:16]3[CH2:32][N:20]4[C:21]5[C:26]([C:27]([CH2:28][C:29]([OH:31])=[O:30])=[C:19]4[CH2:18][CH2:17]3)=[CH:25][CH:24]=[CH:23][CH:22]=5)[N:14]=[N:13][CH:12]=2)=[CH2:9])=[CH:4][CH:3]=1. Procedure: The title compound was prepared from refluxing a solution of (7-{5-[1-(4-Fluoro-phenyl)-1-hydroxy-ethyl]-[1,2,3]triazol-1-yl}-6,7,8,9-tetrahydropyrido[1,2-α]indol-10-yl)-acetic acid (EXAMPLE 5) in a 1:1 mixture of Dioxane: 2M HCl for 24 h. The reaction mixture was cooled to room temperature then extracted with EA, washed with brine, dried over Na2SO4 and evaporated. Purification by Combi-flash EA/Hex 50-100% afforded the desired compound. MS (+ESI) m/z: 417.1. The reactants are CC(C)(C)OC(=O)NC(C)(C)C(=O)O, O=C([O-])O, CCN=C=NCCCN(C)C, NCc1ccc(Cl)c(Cl)c1, [Na+], C1CCOC1, On1nnc2ccccc21. The product is CC(C)(C)OC(=O)NC(C)(C)C(=O)NCc1ccc(Cl)c(Cl)c1. RXN SMILES: [C:1]([CH3:2])([CH3:3])([CH3:4])[O:5][C:6](=[O:7])[NH:8][C:9]([C:10](=[O:11])[OH:12])([CH3:13])[CH3:14].[C:46](=[O:47])([O-:48])[OH:49].[CH2:35]([N:36]=[C:37]=[N:38][CH2:39][CH2:40][CH2:41][N:42]([CH3:43])[CH3:44])[CH3:45].[Cl:15][c:16]1[cH:17][c:18]([CH2:19][NH2:20])[cH:21][cH:22][c:23]1[Cl:24].[Na+:50].[O:51]1[CH2:52][CH2:53][CH2:54][CH2:55]1.[OH:25][n:26]1[c:27]2[cH:28][cH:29][cH:30][cH:31][c:32]2[n:33][n:34]1>>[C:1]([CH3:2])([CH3:3])([CH3:4])[O:5][C:6](=[O:7])[NH:8][C:9]([C:10](=[O:12])[NH:20][CH2:19][c:18]1[cH:17][c:16]([Cl:15])[c:23]([Cl:24])[cH:22][cH:21]1)([CH3:13])[CH3:14]. The reactants are COC(C(C)(C)C1=CC=C(C=C1)CCN1CCC(CC1)C1=NC2=C(N1)C=CC=C2)=O (2-(4-{2-[4-(1H-benzoimidazol-2-yl)-piperidin-1-yl]-ethyl}-phenyl)-2-methyl-propionic acid methylester), CC(C)([O-])C.[K+] (potassium-t-butoxide), C(C)OCCCS(=O)(=O)[O-] (ethoxyethylmesylate), CN(C)C=O (DMF). Yields the product COC(C(C)(C)C1=CC=C(C=C1)CCN1CCC(CC1)C1=NC2=C(N1CCOCC)C=CC=C2)=O (2-[4-(2-{4-[1-(2-ethoxy-ethyl)-1H-benzoimidazol-2-yl]-piperidin-1-yl}-ethyl)-phenyl]-2-methyl-propionic acid methylester). Run in C(C)OC(C)=O (ethylacetate), O (water). Procedure: In a reaction vessel, 2-(4-{2-[4-(1H-benzoimidazol-2-yl)-piperidin-1-yl]-ethyl}-phenyl)-2-methyl-propionic acid methylester (0.5 g) prepared in the Example 13, potassium-t-butoxide (0.14 g), ethoxyethylmesylate (0.25 g) and DMF (20 mL) were introduced, and the mixture was reacted at 50° C. for 3 hours. Distilled water (50 mL) and ethylacetate (50 mL) were added thereto, and the mixture was stirred to separate a layer. Separated organic layer was washed with distilled water (50 mL), dehydrated, a... Yield: 84.9%. As a reaction SMILES: [CH3:1][O:2][C:3](=[O:30])[C:4]([C:7]1[CH:12]=[CH:11][C:10]([CH2:13][CH2:14][N:15]2[CH2:20][CH2:19][CH:18]([C:21]3[NH:25][C:24]4[CH:26]=[CH:27][CH:28]=[CH:29][C:23]=4[N:22]=3)[CH2:17][CH2:16]2)=[CH:9][CH:8]=1)([CH3:6])[CH3:5].CC(C)([O-])C.[K+].[CH2:37]([O:39][CH2:40][CH2:41]CS([O-])(=O)=O)[CH3:38].CN(C=O)C>C(OC(=O)C)C.O>[CH3:1][O:2][C:3](=[O:30])[C:4]([C:7]1[CH:12]=[CH:11][C:10]([CH2:13][CH2:14][N:15]2[CH2:16][CH2:17][CH:18]([C:21]3[N:22]([CH2:38][CH2:37][O:39][CH2:40][CH3:41])[C:23]4[CH:29]=[CH:28][CH:27]=[CH:26][C:24]=4[N:25]=3)[CH2:19][CH2:20]2)=[CH:9][CH:8]=1)([CH3:5])[CH3:6] |f:1.2|. Procedure details: To 5 g of 3-bromomethyl-4-methoxybenzonitrile, were added 6.2 g of hexamethylenetetramine, 10 ml of acetic acid, and 10 ml of water. The mixture was heated under reflux for 2 hours. After addition of 10 ml of concentrated hydrochloric acid, the mixture was further refluxed for 15 minutes. The reaction mixture was cooled in ice and extracted with 200 ml of ethyl acetate. The ethyl acetate layer was washed twice with 200 ml of water, then with saturated aqueous sodium hydrogencarbonate solution, d... The product is C(#N)C=1C=C(C=O)C(=CC1)OC (3-cyano6-methoxybenzaldehyde). RXN SMILES: Br[CH2:2][C:3]1[CH:4]=[C:5]([CH:8]=[CH:9][C:10]=1[O:11][CH3:12])[C:6]#[N:7].C1N2CN3CN(C2)CN1C3.C(O)(=[O:25])C.Cl>O>[C:6]([C:5]1[CH:4]=[C:3]([C:10]([O:11][CH3:12])=[CH:9][CH:8]=1)[CH:2]=[O:25])#[N:7]. The reactants are Cl (hydrochloric acid), BrCC=1C=C(C#N)C=CC1OC (3-bromomethyl-4-methoxybenzonitrile), C1N2CN3CN1CN(C2)C3 (hexamethylenetetramine), C(C)(=O)O (acetic acid). Run in O (water). Starting materials: OC1=C(C(=CC2=C1[C@@]1(C(C3=CC=4C(C(=CC(C4C(=C3C([C@@]1([C@@H](C2)O)OC)=O)O)=O)NC2O[C@H]([C@@H]([C@H]([C@H]2OC)O)OC)C)=O)=O)O)C)C(=O)O ((6R,6aS,14aR)-1,6,8,14a-tetrahydroxy-11-((3R,4R,5R,6S)-4-hydroxy-3,5-dimethoxy-6-methyltetrahydro-2H-pyran-2-ylamino)-6a-methoxy-3-methyl-7,9,12,14-tetraoxo-5,6,6a,7,9,12,14,14a-octahydrobenzo[a]tetracene-2-carboxylic acid), polystyrene carbodiimide, O.ON1N=NC2=C1C=CC=C2 (1-hydroxybenzotriazole hydrate), C(C1=CC=CC=C1)O (benzyl alcohol). Solvent: C1CCOC1 (THF). Run at time 17 hour. Product: OC1=C(C(=CC2=C1[C@@]1(C(C3=CC=4C(C(=CC(C4C(=C3C([C@@]1([C@@H](C2)O)OC)=O)O)=O)NC2O[C@H]([C@@H]([C@H]([C@H]2OC)O)OC)C)=O)=O)O)C)C(=O)OCC2=CC=CC=C2 ((6R,6aS,14aR)-benzyl 1,6,8,14a-tetrahydroxy-11-((3R,4R,5R,6S)-4-hydroxy-3,5-dimethoxy-6-methyltetrahydro-2H-pyran-2-ylamino)-6a-methoxy-3-methyl-7,9,12,14-tetraoxo-5,6,6a,7,9,12,14,14a-octahydrobenzo[a]tetracene-2-carboxylate). Reaction SMILES: [OH:1][C:2]1[C:7]2[C@@:8]3([OH:45])[C@@:21]([O:25][CH3:26])([C@H:22]([OH:24])[CH2:23][C:6]=2[CH:5]=[C:4]([CH3:46])[C:3]=1[C:47]([OH:49])=[O:48])[C:20](=[O:27])[C:19]1[C:10](=[CH:11][C:12]2[C:13](=[O:43])[C:14]([NH:30][CH:31]4[C@H:36]([O:37][CH3:38])[C@H:35]([OH:39])[C@@H:34]([O:40][CH3:41])[C@H:33]([CH3:42])[O:32]4)=[CH:15][C:16](=[O:29])[C:17]=2[C:18]=1[OH:28])[C:9]3=[O:44].O.ON1C2C=CC=CC=2N=N1.[CH2:61](O)[C:62]1[CH:67]=[CH:66][CH:65]=[CH:64][CH:63]=1>C1COCC1>[OH:1][C:2]1[C:7]2[C@@:8]3([OH:45])[C@@:21]([O:25][CH3:26])([C@H:22]([OH:24])[CH2:23][C:6]=2[CH:5]=[C:4]([CH3:46])[C:3]=1[C:47]([O:49][CH2:61][C:62]1[CH:67]=[CH:66][CH:65]=[CH:64][CH:63]=1)=[O:48])[C:20](=[O:27])[C:19]1[C:10](=[CH:11][C:12]2[C:13](=[O:43])[C:14]([NH:30][CH:31]4[C@H:36]([O:37][CH3:38])[C@H:35]([OH:39])[C@@H:34]([O:40][CH3:41])[C@H:33]([CH3:42])[O:32]4)=[CH:15][C:16](=[O:29])[C:17]=2[C:18]=1[OH:28])[C:9]3=[O:44] |f:1.2|. Reported procedure: To a solution of (6R,6aS,14aR)-1,6,8,14a-tetrahydroxy-11-((3R,4R,5R,6S)-4-hydroxy-3,5-dimethoxy-6-methyltetrahydro-2H-pyran-2-ylamino)-6a-methoxy-3-methyl-7,9,12,14-tetraoxo-5,6,6a,7,9,12,14,14a-octahydrobenzo[a]tetracene-2-carboxylic acid (80 mg, 0.12 mmol) in THF (1 mL) was added polystyrene-carbodiimide (208 mg, 0.24 mmol), 1-hydroxybenzotriazole hydrate (32 mg, 0.24 mmol) and benzyl alcohol (0.5 mL). The reaction mixture was stirred at room temperature under nitrogen for 17 h. The reaction w... As a reaction SMILES: [H-].[Na+].[OH:3][CH2:4][C:5]1[CH:17]=[C:16]2[N:7]([C:8](=[O:19])[N:9]([CH3:18])[C:10]3[CH:11]=[CH:12][CH:13]=[CH:14][C:15]=32)[N:6]=1.[CH3:20]I>C(COC)OC.CN(C)P(=O)(N(C)C)N(C)C>[CH3:20][O:3][CH2:4][C:5]1[CH:17]=[C:16]2[N:7]([C:8](=[O:19])[N:9]([CH3:18])[C:10]3[CH:11]=[CH:12][CH:13]=[CH:14][C:15]=32)[N:6]=1 |f:0.1|. Procedure details: To a suspension of 32 mg (0.0013 mole) of oil-free sodium hydride in 25 ml of glyme is added 227 mg (0.001 mole) of 2-(hydroxymethyl)-6-methylpyrazolo[1,5-c]quinazolin-5(6H)-one. The suspension is stirred for 15 minutes and then a solution of 0.66 ml (0.0107 mole) of methyl iodide in 2 ml of hexamethylphosphoric triamide added. The reaction mixture is stirred for 18 hours at room temperature. The solution is filtered and the filtrate stripped to an oil which is partitioned between dichloromethan... Run at time 15 minute. Yields the product COCC1=NN2C(N(C=3C=CC=CC3C2=C1)C)=O (2-(methoxymethyl)-6-methylpyrazolo[1,5-c]quinazolin-5(6H)-one). Solvent: C(OC)COC (glyme), CN(P(N(C)C)(N(C)C)=O)C (hexamethylphosphoric triamide). The reactants are OCC1=NN2C(N(C=3C=CC=CC3C2=C1)C)=O (2-(hydroxymethyl)-6-methylpyrazolo[1,5-c]quinazolin-5(6H)-one), [H-].[Na+] (sodium hydride), CI (methyl iodide). Starting materials: CC(CCC(C(O)C1=CC=CC=C1)NCCCN1CCCCC1)C ((1RS,2SR)-5-methyl-1-phenyl-2-(3-piperidinopropylamino)hexan-1-ol), [H-].[Na+] (sodium hydride), Cl (hydrochloric acid), S(=O)(=O)(OC)C1=CC=C(C)C=C1 (methyl tosylate). Run in C1(=CC=CC=C1)C (toluene), CC(=O)C (acetone). Yields the product Cl.Cl.COC(C(CCC(C)C)NCCCN1CCCCC1)C1=CC=CC=C1 ((1RS,2SR)-5-Methyl-1-phenyl-2-(3-piperidinopropylamino)hexan-1-ol methyl ether dihydrochloride). Yield: 21.0%. As a reaction SMILES: [CH3:1][CH:2]([CH3:24])[CH2:3][CH2:4][CH:5]([NH:14][CH2:15][CH2:16][CH2:17][N:18]1[CH2:23][CH2:22][CH2:21][CH2:20][CH2:19]1)[CH:6]([C:8]1[CH:13]=[CH:12][CH:11]=[CH:10][CH:9]=1)[OH:7].[H-].[Na+].S(C1C=CC(C)=CC=1)(O[CH3:31])(=O)=O.[ClH:39]>C1(C)C=CC=CC=1.CC(C)=O>[ClH:39].[ClH:39].[CH3:31][O:7][CH:6]([C:8]1[CH:13]=[CH:12][CH:11]=[CH:10][CH:9]=1)[CH:5]([NH:14][CH2:15][CH2:16][CH2:17][N:18]1[CH2:19][CH2:20][CH2:21][CH2:22][CH2:23]1)[CH2:4][CH2:3][CH:2]([CH3:24])[CH3:1] |f:1.2,7.8.9|. Procedure: To a solution of (1RS,2SR)-5-methyl-1-phenyl-2-(3-piperidinopropylamino)hexan-1-ol (1.66 g, 5 mmol) in toluene (25 ml) was added sodium hydride (0.14 g, 6 mmol) and the mixture was refluxed for 1 hour. To the reaction mixture was added methyl tosylate (1.12 g, 6 mmol) and the resulting mixture was refluxed for further 1 hour. After being cooled, the mixture was washed twice with water and once with brine, dried over anhydrous sodium sulfate and then concentrated under reduced pressure. The resid... Reactants: ClC1=C2C=C(C(=NC2=NC=C1)C)OCC (5-chloro-3-ethoxy-2-methyl-1,8-naphthyridine), COC1=CC=C(N)C=C1 (4-methoxyaniline), [OH-].[Na+] (sodium hydroxide). Run in IMS, IMS, O (water). Product: O.C(C)OC=1C(=NC2=NC=CC(=C2C1)NC1=CC=C(C=C1)OC)C (3-ethoxy-5-(4-methoxyanilino)-2-methyl-1,8-naphthyridine hydrate). As a reaction SMILES: Cl[C:2]1[CH:11]=[CH:10][N:9]=[C:8]2[C:3]=1[CH:4]=[C:5]([O:13][CH2:14][CH3:15])[C:6]([CH3:12])=[N:7]2.[CH3:16][O:17][C:18]1[CH:24]=[CH:23][C:21]([NH2:22])=[CH:20][CH:19]=1.[OH-].[Na+]>O>[OH2:13].[CH2:14]([O:13][C:5]1[C:6]([CH3:12])=[N:7][C:8]2[C:3]([CH:4]=1)=[C:2]([NH:22][C:21]1[CH:23]=[CH:24][C:18]([O:17][CH3:16])=[CH:19][CH:20]=1)[CH:11]=[CH:10][N:9]=2)[CH3:15] |f:2.3,5.6|. Reported procedure: The mixture of 5-chloro-3-ethoxy-2-methyl-1,8-naphthyridine (5.0 g), 4-methoxyaniline (2.77 g) and IMS (40 ml) was boiled under reflux for 2.5 hours. The mixture was cooled and filtered. The solid obtained was dissolved in boiling IMS (50 ml) and 5M sodium hydroxide solution (4.0 ml) was added. The mixture was heated under reflux for 1 hour and then cooled and water (100 ml) was added. The mixture was filtered to give 3-ethoxy-5-(4-methoxyanilino)-2-methyl-1,8-naphthyridine hydrate, m.p. 228°-23...